Task: describe an organic reaction: reactants, conditions, products, and yield. Dataset: the Open Reaction Database (ORD), a public repository of structured organic reaction records The reactants are I(=O)(=O)(=O)[O-].[Na+] (sodium periodate), C(C)OCN(C(CSC)=O)C1=CC(=CC=C1)C(F)(F)F (N-(Ethoxymethyl)-N-(3-trifluoromethylphenyl)-2-(methylthio)acetamide). Run in O (water), C(C)O (ethanol). Conditions: time 24 hour. Product: C(C)OCN(C(CS(=O)C)=O)C1=CC(=CC=C1)C(F)(F)F (N-(Ethoxymethyl)-N-(3-trifluoromethylphenyl)-2-(methylsulphinyl)acetamide). As a reaction SMILES: I([O-])(=O)(=O)=[O:2].[Na+].[CH2:7]([O:9][CH2:10][N:11]([C:17]1[CH:22]=[CH:21][CH:20]=[C:19]([C:23]([F:26])([F:25])[F:24])[CH:18]=1)[C:12](=[O:16])[CH2:13][S:14][CH3:15])[CH3:8]>O.C(O)C>[CH2:7]([O:9][CH2:10][N:11]([C:17]1[CH:22]=[CH:21][CH:20]=[C:19]([C:23]([F:24])([F:25])[F:26])[CH:18]=1)[C:12](=[O:16])[CH2:13][S:14]([CH3:15])=[O:2])[CH3:8] |f:0.1|. Reported procedure: A solution of sodium periodate (20.5 g) in water (190 ml) was added dropwise to a stirred solution of crude product of Step 2 in ethanol (850 ml) at 5° C. The mixture was allowed to reach 20° C. gradually and stirred for 24 hours, then concentrated under reduced pressure. The concentrate was extracted with dichloromethane (500 ml), the extract dried over sodium sulphate, filtered and concentrated under reduced pressure to give the crude product as a brown oil (27.5 g). 1H NMR (CDCl3l ): δ 1.24(3... Reactants: N(=NC(=O)OCC)C(=O)OCC (diethyl azodicarboxylate), FC1(OC(C2=CC(=C(C=C12)O)NC(C1=CC=NC=C1)=O)(F)F)F (N-(1,1,3,3-tetrafluoro-6-hydroxy-1,3-dihydroisobenzofuran-5-yl)isonicotinamide), O1CCCC1 (tetrahydrofuran), C1(=CC=CC=C1)P(C1=CC=CC=C1)C1=CC=CC=C1 (triphenylphosphine), N(=NC(=O)OCC)C(=O)OCC (diethyl azodicarboxylate), C1(=CC=CC=C1)P(C1=CC=CC=C1)C1=CC=CC=C1 (triphenylphosphine). Solvent: C1(=CC=CC=C1)C (toluene), C1(=CC=CC=C1)C (toluene), O (Water). Reaction conditions: time 30 minute. Yields the product FC1(OC(C2=CC3=C(N=C(O3)C3=CC=NC=C3)C=C21)(F)F)F (5,5,7,7-tetrafluoro-2-pyridin-4-yl-5,7-dihydro-furo[3′,4′:4,5]benzo[1,2-d]oxazole). Isolated yield 11.1%. As a reaction SMILES: [F:1][C:2]1([F:23])[C:10]2[C:5](=[CH:6][C:7]([NH:12][C:13](=[O:20])[C:14]3[CH:19]=[CH:18][N:17]=[CH:16][CH:15]=3)=[C:8](O)[CH:9]=2)[C:4]([F:22])([F:21])[O:3]1.O1CCCC1.C1(P(C2C=CC=CC=2)C2C=CC=CC=2)C=CC=CC=1.N(C(OCC)=O)=NC(OCC)=O>O.C1(C)C=CC=CC=1>[F:21][C:4]1([F:22])[C:5]2[C:10](=[CH:9][C:8]3[O:20][C:13]([C:14]4[CH:15]=[CH:16][N:17]=[CH:18][CH:19]=4)=[N:12][C:7]=3[CH:6]=2)[C:2]([F:23])([F:1])[O:3]1. Procedure: To a mixture of 1.34 g of N-(1,1,3,3-tetrafluoro-6-hydroxy-1,3-dihydroisobenzofuran-5-yl)isonicotinamide, 10 ml of tetrahydrofuran and 1.07 g of triphenylphosphine, 2.67 g of 40% toluene solution of diethyl azodicarboxylate was added dropwise at room temperature. After 30 minutes, 1.07 g of triphenylphosphine was added, 2.67 g of 40% toluene solution of diethyl azodicarboxylate was added dropwise thereto and stirred for further two hours. Water was added thereto, followed by extraction with ethy... Reactants: C(C)C=1N(C(C=C(N1)C)=O)CCOC1=CC=C(CN(C(=O)N)O)C=C1 (N-[4-[2-[2-ethyl-4-methyl-6-oxo-1,6-dihydro-1-pyrimidinyl]ethoxy]benzyl]-N-hydroxyurea), [OH-].[Na+] (NaOH), ClC(=O)OCC (ethyl chloroformate). Solvent: O (water), O (water). Conditions: temperature 30 celsius, time 1 hour. The product is C(C)C=1N(C(C=C(N1)C)=O)CCOC1=CC=C(C=C1)N1C(N(OC1=O)C)=O (4-[2-[2-Ethyl-4methyl-6-oxo-1,6-dihydro-1-pyrimidinyl]ethoxy]phenyl methyl-1,2,4-oxadiazolidine-3,5-dione). The yield is 76.0%. RXN SMILES: [CH2:1]([C:3]1[N:4]([CH2:11][CH2:12][O:13][C:14]2[CH:25]=[CH:24][C:17](CN(O)C(N)=O)=[CH:16][CH:15]=2)[C:5](=[O:10])[CH:6]=[C:7]([CH3:9])[N:8]=1)[CH3:2].[OH-:26].[Na+].Cl[C:29]([O:31]CC)=[O:30]>O>[CH2:1]([C:3]1[N:4]([CH2:11][CH2:12][O:13][C:14]2[CH:15]=[CH:16][C:17]([N:8]3[C:29](=[O:30])[O:31][N:4]([CH3:5])[C:3]3=[O:26])=[CH:24][CH:25]=2)[C:5](=[O:10])[CH:6]=[C:7]([CH3:9])[N:8]=1)[CH3:2] |f:1.2|. Procedure details: To a stirred solution of N-[4-[2-[2-ethyl-4-methyl-6-oxo-1,6-dihydro-1-pyrimidinyl]ethoxy]benzyl]-N-hydroxyurea (346 mg, 1.0 mmol) (obtained from preparation 19) in water (2 ml) was added 1N NaOH (3 ml) followed by ethyl chloroformate (191 μl, 217 mg, 2.0 mmol) and stirred for 1 h at 30° C. The reaction mixture was diluted with water, acidified to pH 3.0 and extracted with EtOAc (3×10 ml). The combined organic layers were washed with brine, dried over anhydrous Na2SO4 and concentrated to yield t... Solvent: alcohol. Reactants: ClC1(C(C(C1(F)F)(F)F)(Cl)F)F (1,2-dichlorohexafluorocyclobutane). The reagents and catalysts are [Zn] (zinc). Procedure details: The method of carrying out the reaction of zinc with 1,2-dichlorohexafluorocyclobutane in alcohol to obtain hexafluorocyclobutene is well known (G. Fuller and J. C. Tatlow, J. Chem Soc., 3198 (1961)). As a reaction SMILES: Cl[C:2]1([F:12])[C:5]([F:7])([F:6])[C:4]([F:9])([F:8])[C:3]1([F:11])Cl>[Zn]>[F:6][C:5]1([F:7])[C:2]([F:12])=[C:3]([F:11])[C:4]1([F:9])[F:8]. Product: FC1(C(C(=C1F)F)(F)F)F (hexafluorocyclobutene). The reactants are CC(=O)Oc1ccc2cc(C(=O)Nc3cccc(-n4c(=O)c(Cc5cccnc5)nc5cccnc54)c3)ccc2c1, Cl. Product: O=C(Nc1cccc(-n2c(=O)c(Cc3cccnc3)nc3cccnc32)c1)c1ccc2cc(O)ccc2c1. RXN SMILES: [C:1](=[O:2])([CH3:3])[O:4][c:5]1[cH:6][c:7]2[cH:8][cH:9][c:10]([C:15](=[O:16])[NH:17][c:18]3[cH:19][c:20](-[n:24]4[c:25]5[c:26]([n:27][c:28]([CH2:31][c:32]6[cH:33][n:34][cH:35][cH:36][cH:37]6)[c:29]4=[O:30])[cH:38][cH:39][cH:40][n:41]5)[cH:21][cH:22][cH:23]3)[cH:11][c:12]2[cH:13][cH:14]1.[ClH:42]>>[OH:4][c:5]1[cH:6][c:7]2[cH:8][cH:9][c:10]([C:15](=[O:16])[NH:17][c:18]3[cH:19][c:20](-[n:24]4[c:25]5[c:26]([n:27][c:28]([CH2:31][c:32]6[cH:33][n:34][cH:35][cH:36][cH:37]6)[c:29]4=[O:30])[cH:38][cH:39][cH:40][n:41]5)[cH:21][cH:22][cH:23]3)[cH:11][c:12]2[cH:13][cH:14]1.